The task is: describe an organic reaction: reactants, conditions, products, and yield. This data is from the Open Reaction Database (ORD), a public repository of structured organic reaction records. Reactants: ClC1=CC=C(S1)C(=O)NCC1CN(C(O1)=O)C1=CC=C(C=C1)NS(=O)(=O)CCCCl (5-chloro-N-{[3-(4-{[(3-chloropropyl)sulfonyl]amino}phenyl)-2-oxo-1,3-oxazolidin-5-yl]methyl}-2-thiophenecarboxamide), C([O-])([O-])=O.[K+].[K+] (potassium carbonate), ClCCl (dichloromethane). The solvent is CN(C)C=O (DMF). Run at temperature 100 celsius. Yields the product ClC1=CC=C(S1)C(=O)NCC1CN(C(O1)=O)C1=CC=C(C=C1)N1S(CCC1)(=O)=O (5-Chloro-N-({3-[4-(1,1-dioxido-2-isothiazolidinyl)phenyl]-2-oxo1,3-oxazolidin-5-yl}methyl)-2-thiophenecarboxamide). Reaction SMILES: [Cl:1][C:2]1[S:6][C:5]([C:7]([NH:9][CH2:10][CH:11]2[O:15][C:14](=[O:16])[N:13]([C:17]3[CH:22]=[CH:21][C:20]([NH:23][S:24]([CH2:27][CH2:28][CH2:29]Cl)(=[O:26])=[O:25])=[CH:19][CH:18]=3)[CH2:12]2)=[O:8])=[CH:4][CH:3]=1.C(=O)([O-])[O-].[K+].[K+].ClCCl>CN(C=O)C>[Cl:1][C:2]1[S:6][C:5]([C:7]([NH:9][CH2:10][CH:11]2[O:15][C:14](=[O:16])[N:13]([C:17]3[CH:22]=[CH:21][C:20]([N:23]4[CH2:29][CH2:28][CH2:27][S:24]4(=[O:26])=[O:25])=[CH:19][CH:18]=3)[CH2:12]2)=[O:8])=[CH:4][CH:3]=1 |f:1.2.3|. Procedure: A mixture of 13.5 mg (0.027 mmol) of 5-chloro-N-{[3-(4-{[(3-chloropropyl)sulfonyl]amino}phenyl)-2-oxo-1,3-oxazolidin-5-yl]methyl}-2-thiophenecarboxamide (from Example 159) and 7.6 mg (0.055 mmol) of potassium carbonate in 0.2 ml of DMF is heated at 100° C. for 2 h. Cooling is followed by dilution with dichloromethane and washing with water. The organic phase is dried and concentrated. The residue is purified by preparative thin-layer chromatography (silica gel, dichloromethane/methanol, 95:5). Y... The reactants are FC(C(C(=O)O)=C)(F)F (α-trifluoromethylacrylic acid), C(C1=CC=CC=C1)NC(=O)N (benzylurea), C(C)(=O)OC(C)=O (acetic anhydride). Reaction conditions: temperature 100 celsius, time 1 hour. The product is C(C1=CC=CC=C1)N1C(NCC(C1=O)C(F)(F)F)=O (3-benzyl-5-trifluoromethyldihydrouracil). Isolated yield 73.5%. As a reaction SMILES: [F:1][C:2]([F:9])([F:8])[C:3](=[CH2:7])[C:4](O)=[O:5].[CH2:10]([NH:17][C:18]([NH2:20])=[O:19])[C:11]1[CH:16]=[CH:15][CH:14]=[CH:13][CH:12]=1.C(OC(=O)C)(=O)C>>[CH2:10]([N:17]1[C:4](=[O:5])[CH:3]([C:2]([F:9])([F:8])[F:1])[CH2:7][NH:20][C:18]1=[O:19])[C:11]1[CH:16]=[CH:15][CH:14]=[CH:13][CH:12]=1. Reported procedure: A mixture of α-trifluoromethylacrylic acid (350 mg; 2.5 mmoles), benzylurea (389 mg; 2.6 mmoles) and acetic anhydride (2 ml) was heated with stirring at 100° C. for 1 hour. The solvent was evaporated under reduced pressure, and the residue was recrystallized from chloroform/hexane to give 500 mg (yield: 72%) of 3-benzyl-5-trifluoromethyldihydrouracil. The physical and spectral properties of this product completely agreed with those of the product obtained in Example 6. The solvent is O (water), O1CCOCC1 (dioxane), O (water). Procedure: To a solution of 300 mg of 2d in 6 ml of dioxane was added a solution of 200 mg of KOH in 2 ml of water. The mixture was stirred at 50° C. for 1 hr. After cooling to RT, 25 ml of water was added and the reaction mixture was acidified to pH3 by addition of 0.5N HCl. The product was extracted into ethyl acetate. The organic layer was washed once with water, dried and concentrated, to provide 240 mg of 2e as colorless oil; As a reaction SMILES: [C:1]([N:5]([CH2:13][CH2:14][CH2:15][C:16]#[C:17][C:18]1[S:19][CH:20]=[CH:21][CH:22]=1)[C:6](=[O:12])[C:7]([O:9]CC)=[O:8])([CH3:4])([CH3:3])[CH3:2].[OH-].[K+].Cl>O1CCOCC1.O>[C:1]([N:5]([CH2:13][CH2:14][CH2:15][C:16]#[C:17][C:18]1[S:19][CH:20]=[CH:21][CH:22]=1)[C:6](=[O:12])[C:7]([OH:9])=[O:8])([CH3:4])([CH3:2])[CH3:3] |f:1.2|. Yield: 87.6%. The reactants are Cl (HCl), C(C)(C)(C)N(C(C(=O)OCC)=O)CCCC#CC=1SC=CC1 (ethyl 2-(tert-butyl(5-(thiophen-2-yl)pent-4-ynyl)amino)-2-oxoacetate), [OH-].[K+] (KOH). Run at temperature 50 celsius, time 1 hour. Product: C(C)(C)(C)N(C(C(=O)O)=O)CCCC#CC=1SC=CC1 (2-(tert-butyl(5-(thiophen-2-yl)pent-4-ynyl)amino)-2-oxoacetic acid). Starting materials: C=CC, [K], Cc1ccccc1C, Cc1ccc(C)cc1. Product: Cc1ccc(CC(C)C)cc1. Reaction SMILES: [CH2:10]=[CH:11][CH3:12].[K:9].[c:13]1([CH3:14])[c:15]([CH3:16])[cH:17][cH:18][cH:19][cH:20]1.[c:1]1([CH3:8])[cH:2][cH:3][c:4]([CH3:7])[cH:5][cH:6]1>>[c:1]1([CH3:8])[cH:2][cH:3][c:4]([CH2:7][CH:11]([CH3:10])[CH3:12])[cH:5][cH:6]1. Starting materials: [BH4-], CC(C)(C)c1ccc(C=O)cc1, CCOc1cccc(CCN)c1, CO, Cl, [Na+]. Product: CCOc1cccc(CCNCc2ccc(C(C)(C)C)cc2)c1. Reaction SMILES: [BH4-:25].[C:1]([CH3:2])([CH3:3])([CH3:4])[c:5]1[cH:6][cH:7][c:8]([CH:9]=[O:10])[cH:11][cH:12]1.[CH2:13]([CH3:14])[O:15][c:16]1[cH:17][c:18]([CH2:19][CH2:20][NH2:21])[cH:22][cH:23][cH:24]1.[CH3:28][OH:29].[ClH:27].[Na+:26]>>[C:1]([CH3:2])([CH3:3])([CH3:4])[c:5]1[cH:6][cH:7][c:8]([CH2:9][NH:21][CH2:20][CH2:19][c:18]2[cH:17][c:16]([O:15][CH2:13][CH3:14])[cH:24][cH:23][cH:22]2)[cH:11][cH:12]1. Yields the product CCCCCC(=O)C=Cc1scnc1CCCCCCC(=O)O. As a reaction SMILES: [C:3](=[O:4])([O:5][CH3:6])[CH2:7][CH2:8][CH2:9][CH2:10][CH2:11][CH2:12][c:13]1[n:14][cH:15][s:16][c:17]1[CH:18]=[CH:19][C:20]([CH2:21][CH2:22][CH2:23][CH2:24][CH3:25])=[O:26].[CH3:28][CH2:29][OH:30].[ClH:27].[Na+:2].[OH-:1]>>[C:3](=[O:4])([OH:5])[CH2:7][CH2:8][CH2:9][CH2:10][CH2:11][CH2:12][c:13]1[n:14][cH:15][s:16][c:17]1[CH:18]=[CH:19][C:20]([CH2:21][CH2:22][CH2:23][CH2:24][CH3:25])=[O:26]. The reactants are CCCCCC(=O)C=Cc1scnc1CCCCCCC(=O)OC, CCO, Cl, [Na+], [OH-].